Dataset: the Open Reaction Database (ORD), a public repository of structured organic reaction records. Task: describe an organic reaction: reactants, conditions, products, and yield Reactants: S1C(=CC=C1)S(=O)(=O)N1C[C@@H](N(CC1)C1=CC=C(C=C1)C(C(F)(F)F)(C)O)CC#N (2-((2S)-4-(thiophen-2-ylsulfonyl)-1-(4-(1,1,1-trifluoro-2-hydroxypropan-2-yl)phenyl)piperazin-2-yl)acetonitrile), [OH-].[Na+] (NaOH), O.CCO (water EtOH), Cl (HCl). Solvent: O (water). Reaction conditions: time 1 hour. Yields the product Cl.S1C(=CC=C1)S(=O)(=O)N1C[C@@H](N(CC1)C1=CC=C(C=C1)C(C(F)(F)F)(C)O)CC(=O)O (((2S)-4-(2-thiophenylsulfonyl)-1-(4-(2,2,2-trifluoro-1-hydroxy-1-methylethyl)phenyl)-2-piperazinyl)acetic acid hydrochloride). RXN SMILES: [S:1]1[CH:5]=[CH:4][CH:3]=[C:2]1[S:6]([N:9]1[CH2:14][CH2:13][N:12]([C:15]2[CH:20]=[CH:19][C:18]([C:21]([OH:27])([CH3:26])[C:22]([F:25])([F:24])[F:23])=[CH:17][CH:16]=2)[C@@H:11]([CH2:28][C:29]#N)[CH2:10]1)(=[O:8])=[O:7].[OH-:31].[Na+].[OH2:33].CCO.[ClH:37]>O>[ClH:37].[S:1]1[CH:5]=[CH:4][CH:3]=[C:2]1[S:6]([N:9]1[CH2:14][CH2:13][N:12]([C:15]2[CH:20]=[CH:19][C:18]([C:21]([OH:27])([CH3:26])[C:22]([F:23])([F:25])[F:24])=[CH:17][CH:16]=2)[C@@H:11]([CH2:28][C:29]([OH:33])=[O:31])[CH2:10]1)(=[O:8])=[O:7] |f:1.2,3.4,7.8|. Procedure: A solution of 2-((2S)-4-(thiophen-2-ylsulfonyl)-1-(4-(1,1,1-trifluoro-2-hydroxypropan-2-yl)phenyl)piperazin-2-yl)acetonitrile (1.10 g, 2.40 mmol) and 5 M NaOH (3 mL) in 2:1 water-EtOH (10 mL) was heated to 150° C. and stirred for 1 h. Afterwards, the mixture was diluted with water (30 mL) and then neutralized with concentrated HCl to a pH of about 2 to 3. The aqueous solution was extracted with 3×EtOAc (20 mL). The organic layer was dried over is MgSO4, filtered, and concentrated. The crude prod... Starting materials: Cl (Hydrochloric acid), CCOCC (ether), C1(CC1)CCNC(=O)C=1N=NC(=CC1)N1CCC(CC1)NC1=C(C=CC=C1)C(F)(F)F (6-[4-(2-Trifluoromethylphenylamino)piperidin-1-yl]pyridazine-3-carboxylic acid (2-cyclopropylethyl)amide). Run in ClCCl (dichloromethane). Conditions: time 2 hour. Yields the product Cl.C1(CC1)CCNC(=O)C=1N=NC(=CC1)N1CCC(CC1)NC1=C(C=CC=C1)C(F)(F)F (6-[4-(2-TRIFLUOROMETHYLPHENYLAMINO)PIPERIDIN-1-YL]PYRIDAZINE-3-CARBOXYLIC ACID (2-CYCLOPROPYLETHYL)AMIDE HYDROCHLORIDE). As a reaction SMILES: [CH:1]1([CH2:4][CH2:5][NH:6][C:7]([C:9]2[N:10]=[N:11][C:12]([N:15]3[CH2:20][CH2:19][CH:18]([NH:21][C:22]4[CH:27]=[CH:26][CH:25]=[CH:24][C:23]=4[C:28]([F:31])([F:30])[F:29])[CH2:17][CH2:16]3)=[CH:13][CH:14]=2)=[O:8])[CH2:3][CH2:2]1.[ClH:32].CCOCC>ClCCl>[ClH:32].[CH:1]1([CH2:4][CH2:5][NH:6][C:7]([C:9]2[N:10]=[N:11][C:12]([N:15]3[CH2:20][CH2:19][CH:18]([NH:21][C:22]4[CH:27]=[CH:26][CH:25]=[CH:24][C:23]=4[C:28]([F:29])([F:30])[F:31])[CH2:17][CH2:16]3)=[CH:13][CH:14]=2)=[O:8])[CH2:3][CH2:2]1 |f:4.5|. Procedure details: 6-[4-(2-Trifluoromethylphenylamino)piperidin-1-yl]pyridazine-3-carboxylic acid (2-cyclopropylethyl)amide was dissolved in dichloromethane (3 mL). Hydrochloric acid in ether (2 M, 0.18 mL, 0.36 mmol) was added to the solution. The mixture was kept at ambient temperature for 2 hours. The white precipitate obtained was collected by filtration and washed with ether and dried in vacuo to afford the title compound as a white solid (0.193 g). m.p. 158-163° C. 1H NMR (300 MHz, DMSO-d6) δ 6.7 2 (d, J=9.9... Starting materials: N1=C(C=NC2=CC=CC=C12)C=1C=C(C=CC1)N ((3-quinoxalin-2-ylphenyl)amine), CN=C=S (methyl isothiocyanate). Run in C1(=CC=CC=C1)C (toluene). The product is CNC(=S)NC1=CC(=CC=C1)C1=NC2=CC=CC=C2N=C1 (1-methyl-3-[3-(quinoxalin-2-yl)phenyl]thiourea). The yield is 67.9%. RXN SMILES: [N:1]1[C:10]2[C:5](=[CH:6][CH:7]=[CH:8][CH:9]=2)[N:4]=[CH:3][C:2]=1[C:11]1[CH:12]=[C:13]([NH2:17])[CH:14]=[CH:15][CH:16]=1.[CH3:18][N:19]=[C:20]=[S:21]>C1(C)C=CC=CC=1>[CH3:18][NH:19][C:20]([NH:17][C:13]1[CH:14]=[CH:15][CH:16]=[C:11]([C:2]2[CH:3]=[N:4][C:5]3[C:10](=[CH:9][CH:8]=[CH:7][CH:6]=3)[N:1]=2)[CH:12]=1)=[S:21]. Reported procedure: To a solution of (3-quinoxalin-2-ylphenyl)amine (2.21 g, 10 mmol) in hot toluene (80 mL), methyl isothiocyanate (0.73 g, 10 mmol) was added and the reaction mixture was heated overnight at reflux. The mixture was cooled to room temperature, the resulting precipitate was filtered to afford 1-methyl-3-[3-(quinoxalin-2-yl)phenyl]thiourea (2.0 g, 68% yield). LCMS calculated for C16H14N4S (M+H): 295.38. found 295. 1H-NMR (DMSO-d6, 250 Mhz) δH: 9.85 (1H, br. s), 9.55 (1H, s), 8.40-8.30 (1H, m), 8.20-8... Reactants: ClC1=C(C=CC=C1)C1=NN(C(=N1)C1=C(C=CC=C1)C(F)(F)F)CCO (3-(o-chlorophenyl)-1-(2-hydroxyethyl)-5-(o-trifluoromethyl-phenyl)-1H-1,2,4-triazole), S(=O)(Cl)Cl (thionyl chloride). Run in C1(=CC=CC=C1)C (toluene). Product: ClCCN1N=C(N=C1C1=C(C=CC=C1)C(F)(F)F)C1=C(C=CC=C1)Cl (1-(2-chloroethyl)-3-(o-chlorophenyl)-5-(o-trifluoromethyl-phenyl)-1H-1,2,4-triazole). Reaction SMILES: [Cl:1][C:2]1[CH:7]=[CH:6][CH:5]=[CH:4][C:3]=1[C:8]1[N:12]=[C:11]([C:13]2[CH:18]=[CH:17][CH:16]=[CH:15][C:14]=2[C:19]([F:22])([F:21])[F:20])[N:10]([CH2:23][CH2:24]O)[N:9]=1.S(Cl)([Cl:28])=O>C1(C)C=CC=CC=1>[Cl:28][CH2:24][CH2:23][N:10]1[C:11]([C:13]2[CH:18]=[CH:17][CH:16]=[CH:15][C:14]=2[C:19]([F:22])([F:21])[F:20])=[N:12][C:8]([C:3]2[CH:4]=[CH:5][CH:6]=[CH:7][C:2]=2[Cl:1])=[N:9]1. Procedure details: A mixture of 1.1 g of 3-(o-chlorophenyl)-1-(2-hydroxyethyl)-5-(o-trifluoromethyl-phenyl)-1H-1,2,4-triazole, 1.09 g of thionyl chloride and 5 ml of toluene is heated at reflux temperature for 4 hours. The reaction mixture is then evaporated, the residue is taken up in diethyl ether, the soluton is washed twice with 5% sodium bicarbonate solution, dried over anhydrous magnesium sulphate and evaporated. In this manner there is obtained 1-(2-chloroethyl)-3-(o-chlorophenyl)-5-(o-trifluoromethyl-pheny... Starting materials: CC1(OC(C(O1)=CC(=O)Cl)=O)C ((2,2-dimethyl-5-oxo-[1,3]dioxolan-4-ylidene)-acetyl chloride), ClC1=CC=C(CNOC)C=C1 (N-(4-chlorobenzyl)-O-methyl-hydroxylamine), compound 1-A. Product: ClC1=CC=C(CN(C(C=C2OC(OC2=O)(C)C)=O)OC)C=C1 (N-(4-Chloro-benzyl)-2-(2,2-dimethyl-5-oxo-[1,3]dioxolan-4-ylidene)-N-methoxy-acetamide). Isolated yield 95.0%. RXN SMILES: [CH3:1][C:2]1([CH3:12])[O:6][C:5](=[CH:7][C:8](Cl)=[O:9])[C:4](=[O:11])[O:3]1.[Cl:13][C:14]1[CH:23]=[CH:22][C:17]([CH2:18][NH:19][O:20][CH3:21])=[CH:16][CH:15]=1>>[Cl:13][C:14]1[CH:15]=[CH:16][C:17]([CH2:18][N:19]([O:20][CH3:21])[C:8](=[O:9])[CH:7]=[C:5]2[C:4](=[O:11])[O:3][C:2]([CH3:12])([CH3:1])[O:6]2)=[CH:22][CH:23]=1. Procedure details: Reaction of (2,2-dimethyl-5-oxo-[1,3]dioxolan-4-ylidene)-acetyl chloride with N-(4-chlorobenzyl)-O-methyl-hydroxylamine (Kawase, M.; Kikugawa, Y. J. Chem. Soc. Perkin Trans.1, 1979, 643-645) as described in the preparation of compound 1-A gave the title amide as white crystals (95% yield): mp 129-130° C. (ethyl acetate-hexane). 1HNMR 400 MHz (CDCl3) δ (ppm): 1.75 (6H, s, CH3), 3.69 (3H, s, OCH3), 4.79 (2H, s, NCH2), 6.39 (1H, s, CH), 7.4 (4H, s, aromatics). Anal. calcd. for C15H16ClNO5: C, 55.31... The product is Nc1cc(Cl)c2[nH]ccc2c1. RXN SMILES: [CH3:16][OH:17].[Cl:1][c:2]1[cH:3][c:4]([N+:11]([O-:12])=[O:13])[cH:5][c:6]2[cH:7][cH:8][nH:9][c:10]12.[NH2:14][NH2:15]>>[Cl:1][c:2]1[cH:3][c:4]([NH2:11])[cH:5][c:6]2[cH:7][cH:8][nH:9][c:10]12. Starting materials: CO, O=[N+]([O-])c1cc(Cl)c2[nH]ccc2c1, NN. Starting materials: [BH4-], CC1CC2C3CCC4CC(O)CCC4(C)C3C(=O)CC2(C)C1C1(C)OCCO1, CC(=O)O, CCO, [Na+], O, c1ccncc1. The product is CC1CC2C3CCC4CC(O)CCC4(C)C3C(O)CC2(C)C1C1(C)OCCO1. RXN SMILES: [BH4-:1].[CH2:3]1[O:4][C:5]([CH3:6])([CH:7]2[CH:8]([CH3:28])[CH2:9][CH:10]3[CH:11]4[CH2:12][CH2:13][CH:14]5[CH2:15][CH:16]([OH:27])[CH2:17][CH2:18][C:19]5([CH3:20])[CH:21]4[C:22](=[O:26])[CH2:23][C:24]23[CH3:25])[O:29][CH2:30]1.[CH3:37][C:38](=[O:39])[OH:40].[CH3:42][CH2:43][OH:44].[Na+:2].[OH2:41].[cH:31]1[cH:32][cH:33][n:34][cH:35][cH:36]1>>[CH2:3]1[O:4][C:5]([CH3:6])([CH:7]2[CH:8]([CH3:28])[CH2:9][CH:10]3[CH:11]4[CH2:12][CH2:13][CH:14]5[CH2:15][CH:16]([OH:27])[CH2:17][CH2:18][C:19]5([CH3:20])[CH:21]4[CH:22]([OH:26])[CH2:23][C:24]23[CH3:25])[O:29][CH2:30]1. The yield is 67.0%. Conditions: temperature 45 celsius. Reactants: NC=1C=C(C=C(C1)OC)C1=CN(C=2N=CN=C(C21)N[C@@H](C)C2=NN1C(C(N2C2=CC=CC=C2)=O)=C(C=C1)C)COCC[Si](C)(C)C ((S)-2-(1-((5-(3-Amino-5-methoxyphenyl)-7-((2-(trimethylsilyl)ethoxy)methyl)-7H-pyrrolo[2,3-d]pyrimidin-4-yl)amino)ethyl)-5-methyl-3-phenylpyrrolo[2,1-f][1,2,4]triazin-4(3H)-one), N1=CC=CC=C1 (pyridine), CS(=O)(=O)Cl (methanesulfonyl chloride). Run in O1CCCC1 (tetrahydrofuran). Yields the product COC=1C=C(C=C(C1)C1=CN(C=2N=CN=C(C21)N[C@@H](C)C2=NN1C(C(N2C2=CC=CC=C2)=O)=C(C=C1)C)COCC[Si](C)(C)C)NS(=O)(=O)C ((S)—N-(3-Methoxy-5-(4-((1-(5-methyl-4-oxo-3-phenyl-3,4-dihydropyrrolo[2,1-f][1,2,4]triazin-2-yl)ethyl)amino)-7-((2-(trimethylsilyl)ethoxy)methyl)-7H-pyrrolo[2,3-d]pyrimidin-5-yl)phenyl)methanesulfonamide). Procedure: (S)-2-(1-((5-(3-Amino-5-methoxyphenyl)-7-((2-(trimethylsilyl)ethoxy)methyl)-7H-pyrrolo[2,3-d]pyrimidin-4-yl)amino)ethyl)-5-methyl-3-phenylpyrrolo[2,1-f][1,2,4]triazin-4(3H)-one (50 mg, 0.08 mmol) was treated with pyridine (22 μl, 0.27 mmol), methanesulfonyl chloride (18 μl, 0.23 mmol) and 0.75 ml tetrahydrofuran as a solvent according to the method described in Preparation 175 but heating at 45° C. during 48 h. The residue was purified using SP1® Purification System (0% to 70% hexane-ethyl aceta... Reaction SMILES: [NH2:1][C:2]1[CH:3]=[C:4]([C:10]2[C:18]3[C:17]([NH:19][C@H:20]([C:22]4[N:27]([C:28]5[CH:33]=[CH:32][CH:31]=[CH:30][CH:29]=5)[C:26](=[O:34])[C:25]5=[C:35]([CH3:38])[CH:36]=[CH:37][N:24]5[N:23]=4)[CH3:21])=[N:16][CH:15]=[N:14][C:13]=3[N:12]([CH2:39][O:40][CH2:41][CH2:42][Si:43]([CH3:46])([CH3:45])[CH3:44])[CH:11]=2)[CH:5]=[C:6]([O:8][CH3:9])[CH:7]=1.N1C=CC=CC=1.[CH3:53][S:54](Cl)(=[O:56])=[O:55]>O1CCCC1>[CH3:9][O:8][C:6]1[CH:7]=[C:2]([NH:1][S:54]([CH3:53])(=[O:56])=[O:55])[CH:3]=[C:4]([C:10]2[C:18]3[C:17]([NH:19][C@H:20]([C:22]4[N:27]([C:28]5[CH:33]=[CH:32][CH:31]=[CH:30][CH:29]=5)[C:26](=[O:34])[C:25]5=[C:35]([CH3:38])[CH:36]=[CH:37][N:24]5[N:23]=4)[CH3:21])=[N:16][CH:15]=[N:14][C:13]=3[N:12]([CH2:39][O:40][CH2:41][CH2:42][Si:43]([CH3:46])([CH3:45])[CH3:44])[CH:11]=2)[CH:5]=1. Reactants: N1C=CC2=CC=C(C=C12)CO (1H-indole-6-methanol), CI (methyl iodide), ice H2O, [H-].[Na+] (NaH). The solvent is CN(C=O)C (DMF), CN(C=O)C (DMF), CN(C=O)C (N,N-dimethylformamide). Conditions: temperature 0 celsius, time 1 hour. Product: CN1C=CC2=CC=C(C=C12)CO (1-methyl-1H-indole-6-methanol). Isolated yield 75.0%. As a reaction SMILES: [H-].[Na+].[NH:3]1[C:11]2[C:6](=[CH:7][CH:8]=[C:9]([CH2:12][OH:13])[CH:10]=2)[CH:5]=[CH:4]1.[CH3:14]I>CN(C)C=O>[CH3:14][N:3]1[C:11]2[C:6](=[CH:7][CH:8]=[C:9]([CH2:12][OH:13])[CH:10]=2)[CH:5]=[CH:4]1 |f:0.1|. Procedure details: NaH(8.2 mm) in N,N-dimethylformamide ("DMF") (20 mL) was cooled to 0° C., then treated with a solution of the known 1H-indole-6-methanol (1 g,6.8 mm) in DMF(8 mL). After stirring for 1 hour at 0° C., methyl iodide ("MeI") (0.51 mL, 8.2 mm) dissolved in DMF (2 mL) was added, and the mixture was stirred at 0° C. overnight, then poured into ice/H2O(250 ml) and extracted with EtOAc(50 mL×3). The organic fraction was dried over MgSO4, filtered, evaporated and purified by flash column chromatography t...